Dataset: the Open Reaction Database (ORD), a public repository of structured organic reaction records. Task: describe an organic reaction: reactants, conditions, products, and yield The reactants are C1(CCCCC1)N(C(=O)NC=1SC(=CN1)C=O)C1CCCCC1 (1,1-dicyclohexyl-3-(5-formyl-thiazol-2-yl)-urea), C(C)(C)N (isopropylamine), C(C)(=O)O[BH-](OC(C)=O)OC(C)=O.[Na+] (sodium triacetoxyborohydride). Product: C1(CCCCC1)N(C(=O)NC=1SC(=CN1)CNC(C)C)C1CCCCC1 (1,1-Dicyclohexyl-3-[5-(isopropylamino-methyl)-thiazol-2-yl]-urea). The yield is 41.4%. Reaction SMILES: [CH:1]1([N:7]([CH:18]2[CH2:23][CH2:22][CH2:21][CH2:20][CH2:19]2)[C:8]([NH:10][C:11]2[S:12][C:13]([CH:16]=O)=[CH:14][N:15]=2)=[O:9])[CH2:6][CH2:5][CH2:4][CH2:3][CH2:2]1.[CH:24]([NH2:27])([CH3:26])[CH3:25].C(O[BH-](OC(=O)C)OC(=O)C)(=O)C.[Na+]>>[CH:1]1([N:7]([CH:18]2[CH2:23][CH2:22][CH2:21][CH2:20][CH2:19]2)[C:8]([NH:10][C:11]2[S:12][C:13]([CH2:16][NH:27][CH:24]([CH3:26])[CH3:25])=[CH:14][N:15]=2)=[O:9])[CH2:6][CH2:5][CH2:4][CH2:3][CH2:2]1 |f:2.3|. Procedure details: Prepared as described in general procedure (P) using 1,1-dicyclohexyl-3-(5-formyl-thiazol-2-yl)-urea (100 mg. 0.30 mmol), isopropylamine (30 μL, 0.36 mmol) and sodium triacetoxyborohydride (101 mg, 0.48 mmol) to afford 47 mg (42%) of the desired product after purification. Reactants: ClCC(=O)NC(CC1=CC(=CC=C1)OC)C1=CC=CC=C1 (N-chloroacetyl-1-phenyl-2-(3-methoxyphenyl)ethylamine), O=P12OP3(=O)OP(=O)(O1)OP(=O)(O2)O3 (phosphorus pentoxide). Solvent: C=1(C(=CC=CC1)C)C (xylene). The product is Cl.ClCC1=NC(CC2=CC(=CC=C12)OC)C1=CC=CC=C1 (1-chloromethyl-3,4-dihydro-6-methoxy-3-phenylisoquinoline hydrochloride). Yield: 131.7%. Reaction SMILES: [Cl:1][CH2:2][C:3]([NH:5][CH:6]([C:16]1[CH:21]=[CH:20][CH:19]=[CH:18][CH:17]=1)[CH2:7][C:8]1[CH:13]=[CH:12][CH:11]=[C:10]([O:14][CH3:15])[CH:9]=1)=O.O=P12OP3(OP(OP(O3)(O1)=O)(=O)O2)=O>C1(C)C(C)=CC=CC=1>[ClH:1].[Cl:1][CH2:2][C:3]1[C:13]2[C:8](=[CH:9][C:10]([O:14][CH3:15])=[CH:11][CH:12]=2)[CH2:7][CH:6]([C:16]2[CH:21]=[CH:20][CH:19]=[CH:18][CH:17]=2)[N:5]=1 |f:3.4|. Procedure details: Solid N-chloroacetyl-1-phenyl-2-(3-methoxyphenyl)ethylamine (72.0 g, 0.23 mol) was added with stirring to a suspension of phosphorus pentoxide (261.1 g, 1.84 mol) in xylene (6 L) maintained under nitrogen at reflux, and the resulting mixture was refluxed for 1 hr, after which it was allowed to cool to ambient temperature. The xylene was decanted off and the residue was cooled to 0° C. Ice cold water (4 L) was added to the residue, and the resulting solution was then basified to pH 11 with 50% Na... Reactants: BrC1=CC=C(C=C1)C1=C(C(=NO1)C)C(CC\C=C\C1=CC(=C(C=C1)Cl)Cl)O ((E)-1-[5-(4-bromo-phenyl)-3-methyl-isoxazol-4-yl]-5-(3,4-dichloro-phenyl)-pent-4-en-1-ol), C(C)OC(CC1(CC1)C1=CC=C(C=C1)B1OC(C(O1)(C)C)(C)C)=O ({1-[4-(4,4,5,5-tetramethyl-[1,3,2]dioxaborolan-2-yl)-phenyl]-cyclopropyl}-acetic acid ethyl ester). The product is C(C)OC(CC1(CC1)C1=CC=C(C=C1)C1=CC=C(C=C1)C1=C(C(=NO1)C)C(CC\C=C\C1=CC(=C(C=C1)Cl)Cl)O)=O ([1-(4′-{4-[(E)-5-(3,4-Dichloro-phenyl)-1-hydroxy-pent-4-enyl]-3-methyl-isoxazol-5-yl}-biphenyl-4-yl)-cyclopropyl]-acetic acid ethyl ester). Reaction SMILES: Br[C:2]1[CH:7]=[CH:6][C:5]([C:8]2[O:12][N:11]=[C:10]([CH3:13])[C:9]=2[CH:14]([OH:27])[CH2:15][CH2:16]/[CH:17]=[CH:18]/[C:19]2[CH:24]=[CH:23][C:22]([Cl:25])=[C:21]([Cl:26])[CH:20]=2)=[CH:4][CH:3]=1.[CH2:28]([O:30][C:31](=[O:51])[CH2:32][C:33]1([C:36]2[CH:41]=[CH:40][C:39](B3OC(C)(C)C(C)(C)O3)=[CH:38][CH:37]=2)[CH2:35][CH2:34]1)[CH3:29]>>[CH2:28]([O:30][C:31](=[O:51])[CH2:32][C:33]1([C:36]2[CH:41]=[CH:40][C:39]([C:2]3[CH:7]=[CH:6][C:5]([C:8]4[O:12][N:11]=[C:10]([CH3:13])[C:9]=4[CH:14]([OH:27])[CH2:15][CH2:16]/[CH:17]=[CH:18]/[C:19]4[CH:24]=[CH:23][C:22]([Cl:25])=[C:21]([Cl:26])[CH:20]=4)=[CH:4][CH:3]=3)=[CH:38][CH:37]=2)[CH2:35][CH2:34]1)[CH3:29]. Reported procedure: Prepared according to the procedure described in Example 110, Step 3, using (E)-1-[5-(4-bromo-phenyl)-3-methyl-isoxazol-4-yl]-5-(3,4-dichloro-phenyl)-pent-4-en-1-ol and {1-[4-(4,4,5,5-tetramethyl-[1,3,2]dioxaborolan-2-yl)-phenyl]-cyclopropyl}-acetic acid ethyl ester. Starting materials: CC=1N=C(SC1)NC1=C(C=C(C=N1)SCCC(=O)OC)OC1=CC=CC=C1 (methyl 3-(6-(4-methylthiazol-2-ylamino)-5-phenoxypyridin-3-ylthio)propanoate), FC(C(=O)O)(F)F.FC(C(=O)O)(F)F.S1C(=NC=C1)N (thiazol-2-amine bis(2,2,2-trifluoroacetate)), CS(=O)(=O)OC(C)C1CCN(CC1)C(=O)OC(C)(C)C (Tert-butyl 4-(1-(methylsulfonyloxy)ethyl)piperidine-1-carboxylate), [NH4+].[Cl-] (NH4Cl), CC(C)(C)[O-].[K+] (Potassium 2-methylpropan-2-olate). Run in C1CCOC1 (THF). Run at time 30 second. Yields the product FC(C(=O)O)(F)F.FC(C(=O)O)(F)F.CC=1N=C(SC1)NC1=NC=C(C=C1OC1=CC=CC=C1)SC(C)C1CCNCC1 (4-methyl-N-(3-phenoxy-5-(1-(piperidin-4-yl)ethylthio)pyridin-2-yl)thiazol-2-amine bis(2,2,2-trifluoroacetate)). Yield: 14.8%. RXN SMILES: [F:1][C:2]([F:7])([F:6])[C:3]([OH:5])=[O:4].[F:8][C:9]([F:14])([F:13])[C:10]([OH:12])=[O:11].S1C=CN=C1N.[CH3:21][C:22]1[N:23]=[C:24]([NH:27][C:28]2[N:33]=[CH:32][C:31]([S:34]CCC(OC)=O)=[CH:30][C:29]=2[O:41][C:42]2[CH:47]=[CH:46][CH:45]=[CH:44][CH:43]=2)[S:25][CH:26]=1.CC([O-])(C)C.[K+].CS(O[CH:59]([CH:61]1[CH2:66][CH2:65][N:64](C(OC(C)(C)C)=O)[CH2:63][CH2:62]1)[CH3:60])(=O)=O.[NH4+].[Cl-]>C1COCC1>[F:1][C:2]([F:7])([F:6])[C:3]([OH:5])=[O:4].[F:8][C:9]([F:14])([F:13])[C:10]([OH:12])=[O:11].[CH3:21][C:22]1[N:23]=[C:24]([NH:27][C:28]2[C:29]([O:41][C:42]3[CH:47]=[CH:46][CH:45]=[CH:44][CH:43]=3)=[CH:30][C:31]([S:34][CH:59]([CH:61]3[CH2:62][CH2:63][NH:64][CH2:65][CH2:66]3)[CH3:60])=[CH:32][N:33]=2)[S:25][CH:26]=1 |f:0.1.2,4.5,7.8,10.11.12|. Reported procedure: Preparation of 4-methyl-N-(3-phenoxy-5-(1-piperidin-4-yl)ethylthio)pyridin-2-yl)thiazol-2-amine bis(2,2,2-trifluoroacetate): A nitrogen purged vial was charged with methyl 3-(6-(4-methylthiazol-2-ylamino)-5-phenoxypyridin-3-ylthio)propanoate (0.150 g, 0.374 mmol) and THF (5 mL). Potassium 2-methylpropan-2-olate (0.934 mL, 0.934 mmol) was added and stirred at ambient temperature for 30 seconds. Tert-butyl 4-(1-(methylsulfonyloxy)ethyl)piperidine-1-carboxylate (0.144 g, 0.467 mmol) was added and s... Reactants: O(CC)CC (O(C2H5)2), O=C1C(=C(CC1)CC(=O)OC)CCCCC (methyl 3-oxo-2-pentyl-1-cyclopentene-acetate), [H+].[B-](F)(F)(F)F (HBF4), (COD)Ru(2-methylallyl)2, (-)-Me-DuPHOS. Solvent: ClCCl (dichloromethane), ClCCl (dichloromethane). The product is O=C1[C@H]([C@H](CC1)CC(=O)OC)CCCCC (methyl (+)-(1R)-cis-3-oxo-2-pentyl-1-cyclopentaneacetate). The yield is 99.0%. As a reaction SMILES: [O:1]=[C:2]1[CH2:6][CH2:5][C:4]([CH2:7][C:8]([O:10][CH3:11])=[O:9])=[C:3]1[CH2:12][CH2:13][CH2:14][CH2:15][CH3:16].[H+].[B-](F)(F)(F)F.O(CC)CC>ClCCl>[O:1]=[C:2]1[CH2:6][CH2:5][C@H:4]([CH2:7][C:8]([O:10][CH3:11])=[O:9])[C@@H:3]1[CH2:12][CH2:13][CH2:14][CH2:15][CH3:16] |f:1.2|. Procedure: The reaction was carried out analogously to that described in example 6, but using 100 g (446 mmole) of methyl 3-oxo-2-pentyl-1-cyclopentene-acetate, 427 mg (1.34 mmole) of [(COD)Ru(2-methylallyl)2 ], 410 mg (1.34 mmole) of (-)-Me-DuPHOS and 26.5 ml of HBF4.O(C2H5)2 in dichloromethane (0.1M, 2.68 mmole). This corresponds to a catalyst concentration of 0.3 mole %, relative to the substrate. 170 ml of dichloromethane were added, and the mixture was hydrogenated at a temperature of 7.5° C. and a pr... The reactants are C(C=C)(=O)N (acrylamide), C(C=C)(=O)O (acrylic acid), S(=O)(=O)([O-])OOS(=O)(=O)[O-].[K+].[K+] (potassium persulfate). Run in O (water). Conditions: time 7 day. The product is C=CC(=O)N.C=CC(=O)O (acrylamide-acrylic acid copolymer). Reaction SMILES: [C:1]([NH2:5])(=[O:4])[CH:2]=[CH2:3].[C:6]([OH:10])(=[O:9])[CH:7]=[CH2:8].S(OOS([O-])(=O)=O)([O-])(=O)=O.[K+].[K+]>O>[CH2:3]=[CH:2][C:1]([NH2:5])=[O:4].[CH2:8]=[CH:7][C:6]([OH:10])=[O:9] |f:2.3.4,6.7|. Procedure details: An acrylamide-acrylic acid copolymer was prepared according to Canadian Pat. No. 477,265 and different from feeding procedure described in Example 2. Thus, 45.0 grams of acrylamide and 5.1 grams of acrylic acid were dissolved in 2,450 grams of distilled water. 0.5 grams of potassium persulfate were added to the solution which was then degassed under vacuum and allowed to stand in the absence of air for 7 days at room temperature. Starting materials: C(=O)([O-])[O-].[Na+].[Na+] (Na2CO3), CS(=O)(=O)O[C@](C(F)(F)F)(C#CC1CC1)C1=C(C=CC(=C1)F)N ((R)-2-(2-Amino-5-fluorophenyl)-4-cyclopropyl-1,1,1-trifluorobut-3-yn-2-ol methanesulfonate), C(=O)([O-])[O-].[Na+].[Na+] (Na2CO3), example 4, [OH-].[Na+] (caustic soda), ClC(Cl)(OC(OC(Cl)(Cl)Cl)=O)Cl (triphosgene). The solvent is ethyl acetate heptanes. Run at temperature 15 celsius, time 5 minute. Yields the product C1(CC1)C#C[C@]1(OC(NC2=C1C=C(C=C2)F)=O)C(F)(F)F ((R)-4-(Cyclopropylethynyl)-6-fluoro-4-(trifluoromethyl)-1,4-dihydro-2H-3,1-benzoxazin-2-one). As a reaction SMILES: CS([O:5][C@@:6]([C:16]1[CH:21]=[C:20]([F:22])[CH:19]=[CH:18][C:17]=1[NH2:23])([C:11]#[C:12][CH:13]1[CH2:15][CH2:14]1)[C:7]([F:10])([F:9])[F:8])(=O)=O.[OH-].[Na+].[C:26]([O-])([O-])=[O:27].[Na+].[Na+].ClC(Cl)(OC(=O)OC(Cl)(Cl)Cl)Cl>>[CH:13]1([C:12]#[C:11][C@:6]2([C:7]([F:10])([F:9])[F:8])[C:16]3[CH:21]=[C:20]([F:22])[CH:19]=[CH:18][C:17]=3[NH:23][C:26](=[O:27])[O:5]2)[CH2:15][CH2:14]1 |f:1.2,3.4.5|. Procedure: (R)-2-(2-Amino-5-fluorophenyl)-4-cyclopropyl-1,1,1-trifluorobut-3-yn-2-ol methanesulfonate (CN46619-MSA) of example 4 (14.0 g, 33.5 mmol) in ethyl acetate/heptanes (40 g, 6/4 v/v) was charged to a jacketed 150 mL-reactor with agitator and off-gas scrubber with caustic soda. After addition of aqueous Na2CO3 (12%-w/w, 26.9 g, 30.3 mmol) the mixture was stirred for 5 min at 15° C. The aqueous phase was separated and discarded. Aqueous Na2CO3 (12%-w/w, 34.1 g, 38.4 mmol) was charged to the organic p...